Dataset: the Open Reaction Database (ORD), a public repository of structured organic reaction records. Task: describe an organic reaction: reactants, conditions, products, and yield Reactants: BrC=1C=NC=CC1N (3-bromopyridin-4-amine), [Li+].C[Si](C)(C)[N-][Si](C)(C)C (LiHMDS), ClC(=O)OC (methyl chloroformate). The solvent is C1CCOC1 (THF). Run at time 30 minute. The product is BrC=1C=NC=CC1NC(OC)=O (methyl 3-bromopyridin-4-ylcarbamate). Isolated yield 58.2%. Reaction SMILES: [Br:1][C:2]1[CH:3]=[N:4][CH:5]=[CH:6][C:7]=1[NH2:8].[Li+].C[Si]([N-][Si](C)(C)C)(C)C.Cl[C:20]([O:22][CH3:23])=[O:21]>C1COCC1>[Br:1][C:2]1[CH:3]=[N:4][CH:5]=[CH:6][C:7]=1[NH:8][C:20](=[O:21])[O:22][CH3:23] |f:1.2|. Procedure: To a solution of compound 3-bromopyridin-4-amine (3 g, 17.4 mmol.) in 20 mL of anhydrous THF was added a solution of LiHMDS (1M in THF, 36.4 mL, 36.4 mmol) at 0° C. After stirring for 30 min, methyl chloroformate (2 g, 20.8 mmol) was added at 0° C. The reaction mixture was stirred at 0° C. for 2 hrs and then at r.t. overnight. The reaction was quenched with saturated aqueous ammonium chloride. The organic solvent was evaporated and the aqueous layer was extracted with ethyl acetate. The organic ...